This data is from the Open Reaction Database (ORD), a public repository of structured organic reaction records. The task is: describe an organic reaction: reactants, conditions, products, and yield Starting materials: CC(C)CCCC(C)CCCC(C)CCCC(C)CCO, Cc1ccccc1, O=C(O)c1ccc(Cl)o1, [H-], [Na+], O. Yields the product CC(C)CCCC(C)CCCC(C)CCCC(C)CCOc1ccc(C(=O)O)o1. Reaction SMILES: [CH3:1][CH:2]([CH2:3][CH2:4][OH:5])[CH2:6][CH2:7][CH2:8][CH:9]([CH2:10][CH2:11][CH2:12][CH:13]([CH2:14][CH2:15][CH2:16][CH:17]([CH3:18])[CH3:19])[CH3:20])[CH3:21].[CH3:34][c:35]1[cH:36][cH:37][cH:38][cH:39][cH:40]1.[Cl:24][c:25]1[cH:26][cH:27][c:28]([C:30](=[O:31])[OH:32])[o:29]1.[H-:22].[Na+:23].[OH2:33]>>[CH3:1][CH:2]([CH2:3][CH2:4][O:5][c:25]1[cH:26][cH:27][c:28]([C:30](=[O:31])[OH:32])[o:29]1)[CH2:6][CH2:7][CH2:8][CH:9]([CH2:10][CH2:11][CH2:12][CH:13]([CH2:14][CH2:15][CH2:16][CH:17]([CH3:18])[CH3:19])[CH3:20])[CH3:21]. Yields the product C(CC1=CC=CC=C1)N1CC=C(CC1)NC(C1=CC=CC=C1)=O (1-Phenethyl-4-benzamido-1,2,5,6-tetrahydropyridine). Procedure details: 4-Benzamido-1-phenethylpyridinium bromide (3.0 g.) in methanol (100 ml.) was treated with sodium borohydride (6.0 g.) in portions over 30 minutes. The solution was stirred during the addition and for 1 hour after. Water was then added to the warmed solution until crystallisation commenced to give the title compound (2.15 g.), m.p. 115°-7° C. (Found: C, 78.2; H, 7.3; N, 9.1. C20H22N2O requires C, 78.4; H, 7.2; N, 9.1%). RXN SMILES: [Br-].[C:2]([NH:10][C:11]1[CH:16]=[CH:15][N+:14]([CH2:17][CH2:18][C:19]2[CH:24]=[CH:23][CH:22]=[CH:21][CH:20]=2)=[CH:13][CH:12]=1)(=[O:9])[C:3]1[CH:8]=[CH:7][CH:6]=[CH:5][CH:4]=1.[BH4-].[Na+].O>CO>[CH2:17]([N:14]1[CH2:15][CH2:16][C:11]([NH:10][C:2](=[O:9])[C:3]2[CH:4]=[CH:5][CH:6]=[CH:7][CH:8]=2)=[CH:12][CH2:13]1)[CH2:18][C:19]1[CH:20]=[CH:21][CH:22]=[CH:23][CH:24]=1 |f:0.1,2.3|. The yield is 89.6%. Starting materials: [Br-].C(C1=CC=CC=C1)(=O)NC1=CC=[N+](C=C1)CCC1=CC=CC=C1 (4-Benzamido-1-phenethylpyridinium bromide), [BH4-].[Na+] (sodium borohydride), O (Water). Reaction conditions: time 1 hour. The solvent is CO (methanol). The reactants are CCO, NS(=O)(=O)c1cccc([N+](=O)[O-])c1. The product is Nc1cccc(S(N)(=O)=O)c1. As a reaction SMILES: [CH3:14][CH2:15][OH:16].[N+:1]([O-:2])(=[O:3])[c:4]1[cH:5][c:6]([S:10](=[O:11])(=[O:12])[NH2:13])[cH:7][cH:8][cH:9]1>>[NH2:1][c:4]1[cH:5][c:6]([S:10](=[O:11])(=[O:12])[NH2:13])[cH:7][cH:8][cH:9]1.